Dataset: the Open Reaction Database (ORD), a public repository of structured organic reaction records. Task: describe an organic reaction: reactants, conditions, products, and yield Starting materials: C, COc1cc(C=CC=O)ccc1OCc1nc(-c2ccccc2)oc1C, C1CCOC1, [Pd]. Yields the product COc1cc(CCC=O)ccc1OCc1nc(-c2ccccc2)oc1C. Reaction SMILES: [C:27].[CH3:1][O:2][c:3]1[cH:4][c:5]([CH:6]=[CH:7][CH:8]=[O:9])[cH:10][cH:11][c:12]1[O:13][CH2:14][c:15]1[n:16][c:17](-[c:21]2[cH:22][cH:23][cH:24][cH:25][cH:26]2)[o:18][c:19]1[CH3:20].[O:29]1[CH2:30][CH2:31][CH2:32][CH2:33]1.[Pd:28]>>[CH3:1][O:2][c:3]1[cH:4][c:5]([CH2:6][CH2:7][CH:8]=[O:9])[cH:10][cH:11][c:12]1[O:13][CH2:14][c:15]1[n:16][c:17](-[c:21]2[cH:22][cH:23][cH:24][cH:25][cH:26]2)[o:18][c:19]1[CH3:20]. The reactants are CC(C)(C)OC(=O)NC(C)(C)C(=O)O, COC(=O)C(Cc1ccc2ccccc2c1)N1CCN(C(=O)C(N)Cc2ccc(F)cc2)C(CC2CC2)C1=O, CN1CCOCC1, CCN=C=NCCCN(C)C, CN(C)C=O, On1nnc2ccccc21. Product: COC(=O)C(Cc1ccc2ccccc2c1)N1CCN(C(=O)C(Cc2ccc(F)cc2)NC(=O)C(C)(C)NC(=O)OC(C)(C)C)C(CC2CC2)C1=O. As a reaction SMILES: [C:40]([CH3:41])([CH3:42])([CH3:43])[O:44][C:45](=[O:46])[NH:47][C:48]([C:49](=[O:50])[OH:51])([CH3:52])[CH3:53].[CH3:1][O:2][C:3]([CH:4]([CH2:5][c:6]1[cH:7][c:8]2[cH:9][cH:10][cH:11][cH:12][c:13]2[cH:14][cH:15]1)[N:16]1[C:17](=[O:38])[CH:18]([CH2:34][CH:35]2[CH2:36][CH2:37]2)[N:19]([C:22]([CH:23]([CH2:24][c:25]2[cH:26][cH:27][c:28]([F:31])[cH:29][cH:30]2)[NH2:32])=[O:33])[CH2:20][CH2:21]1)=[O:39].[CH3:64][N:65]1[CH2:66][CH2:67][O:68][CH2:69][CH2:70]1.[CH3:71][N:72]([CH3:73])[CH2:74][CH2:75][CH2:76][N:77]=[C:78]=[N:79][CH2:80][CH3:81].[O:82]=[CH:83][N:84]([CH3:85])[CH3:86].[OH:54][n:55]1[c:56]2[cH:57][cH:58][cH:59][cH:60][c:61]2[n:62][n:63]1>>[CH3:1][O:2][C:3]([CH:4]([CH2:5][c:6]1[cH:7][c:8]2[cH:9][cH:10][cH:11][cH:12][c:13]2[cH:14][cH:15]1)[N:16]1[C:17](=[O:38])[CH:18]([CH2:34][CH:35]2[CH2:36][CH2:37]2)[N:19]([C:22]([CH:23]([CH2:24][c:25]2[cH:26][cH:27][c:28]([F:31])[cH:29][cH:30]2)[NH:32][C:49]([C:48]([NH:47][C:45]([O:44][C:40]([CH3:41])([CH3:42])[CH3:43])=[O:46])([CH3:52])[CH3:53])=[O:50])=[O:33])[CH2:20][CH2:21]1)=[O:39]. Starting materials: N1C(=O)NC(=O)C1 (hydantoin), 6-chloro-4H-indeno[1,2-b]thiophen 4,4'-imidazolidine, N1C(NC2(C1=O)C=CC=C1C=C3C(C=CS3)=C12)=O (spiro-(4H-indeno[1,2]thiophen-4,4'-imidazolidine)-2',5'-dione). Product: S1C2=C(C=C1)CC1=CC=CC=C12 (4H-indeno[1,2-b]thiophene). Reaction SMILES: N1CC(=O)NC1=O.N1C(=O)[C:11]2([C:24]3[C:17]([CH:18]=[C:19]4[S:23][CH:22]=[CH:21][C:20]4=3)=[CH:16][CH:15]=[CH:14]2)NC1=O>>[S:23]1[CH:22]=[CH:21][C:20]2[CH2:24][C:17]3[C:18]([C:19]1=2)=[CH:11][CH:14]=[CH:15][CH:16]=3. Procedure: Synthesis substrates 4H-indeno[1,2-b]thiophen-4-one and 4H-indeno [1,2-b]thiophene can be prepared according to a general process of MacDowell and Jefferies, J. Org. Chem., 35, 871 (1970). In this process the 4-one substrate is prepared by the Ullmann coupling of ortho-iodo or ortho-bromo, di, tri and tetrasubstituted benzoic acid lower alkyl esters, such as 3-fluoro-2-iodo-benzoic acid ethyl or methyl ester (Chem. Abst.; 27:1339/G) or 2-bromo-4-fluoro-benzoic acid methyl ester (Chem. Abst. 99(1... The reactants are CCCCN, C#CCCN1CCC(Cc2ccc(Cl)cc2)CC1, Nc1ccc(I)cc1, c1ccc(P(c2ccccc2)(c2ccccc2)[Pd](P(c2ccccc2)(c2ccccc2)c2ccccc2)(P(c2ccccc2)(c2ccccc2)c2ccccc2)P(c2ccccc2)(c2ccccc2)c2ccccc2)cc1. Yields the product Nc1ccc(C#CCCN2CCC(Cc3ccc(Cl)cc3)CC2)cc1. Reaction SMILES: [CH2:27]([NH2:28])[CH2:29][CH2:30][CH3:31].[Cl:1][c:2]1[cH:3][cH:4][c:5]([CH2:6][CH:7]2[CH2:8][CH2:9][N:10]([CH2:13][CH2:14][C:15]#[CH:16])[CH2:11][CH2:12]2)[cH:17][cH:18]1.[I:19][c:20]1[cH:21][cH:22][c:23]([NH2:24])[cH:25][cH:26]1.[cH:32]1[cH:33][cH:34][c:35]([P:36]([Pd:37]([P:38]([c:39]2[cH:40][cH:41][cH:42][cH:43][cH:44]2)([c:45]2[cH:46][cH:47][cH:48][cH:49][cH:50]2)[c:51]2[cH:52][cH:53][cH:54][cH:55][cH:56]2)([P:57]([c:58]2[cH:59][cH:60][cH:61][cH:62][cH:63]2)([c:64]2[cH:65][cH:66][cH:67][cH:68][cH:69]2)[c:70]2[cH:71][cH:72][cH:73][cH:74][cH:75]2)[P:76]([c:77]2[cH:78][cH:79][cH:80][cH:81][cH:82]2)([c:83]2[cH:84][cH:85][cH:86][cH:87][cH:88]2)[c:89]2[cH:90][cH:91][cH:92][cH:93][cH:94]2)([c:95]2[cH:96][cH:97][cH:98][cH:99][cH:100]2)[c:101]2[cH:102][cH:103][cH:104][cH:105][cH:106]2)[cH:107][cH:108]1>>[Cl:1][c:2]1[cH:3][cH:4][c:5]([CH2:6][CH:7]2[CH2:8][CH2:9][N:10]([CH2:13][CH2:14][C:15]#[C:16][c:20]3[cH:21][cH:22][c:23]([NH2:24])[cH:25][cH:26]3)[CH2:11][CH2:12]2)[cH:17][cH:18]1. Reaction SMILES: [Mg].[CH2:2]([C:5]1[CH:10]=[CH:9][C:8](Br)=[CH:7][CH:6]=1)[CH:3]=[CH2:4].[B:12]([O:17]C)([O:15]C)[O:13]C.Cl>O1CCCC1>[CH2:2]([C:5]1[CH:10]=[CH:9][C:8]([O:13][B:12]([OH:17])[OH:15])=[CH:7][CH:6]=1)[CH:3]=[CH2:4]. Yields the product C(C=C)C1=CC=C(C=C1)OB(O)O (4-allylphenyl boric acid). Run in O1CCCC1 (THF), O1CCCC1 (THF), O1CCCC1 (THF), O1CCCC1 (tetrahydrofuran). Reported procedure: To a mixture comprising sufficiently dried metal magnesium (120 mmol) and 30 ml of tetrahydrofuran (hereinafter referred to as THF), was gradually added a solution of 120 mmol of the 4-allyl-bromobenzene in 200 ml of THF to prepare a Grignard reagent. To this reagent was added dropwise a solution of trimethyl borate (120 mmol) in 100 ml of THF at a temperature not exceeding -65° C., stirred for a whole day and night. Subsequently, the mixture was kept at 0° C., 200 ml of 10% hydrochloric acid wa... The yield is 65.8%. Reactants: C(C=C)C1=CC=C(C=C1)Br (4-allyl-bromobenzene), [Mg] (magnesium), B(OC)(OC)OC (trimethyl borate), Cl (hydrochloric acid), Grignard reagent. The reactants are C(C)(C)(C)OC(N(N1C=CC=C1)CC1=CC(=CC=C1)Cl)=O ((3-chloro-benzyl)-pyrrol-1-yl-carbamic acid tert-butyl ester), C(C)OC(C(C(=O)OCC)C(=O)OCC)=O (2-ethoxycarbonyl-malonic acid diethyl ester). Yields the product C(C)OC(=O)C1=C(C=2N(N(C1=O)CC1=CC(=CC=C1)Cl)C=CC2)O (1-(3-Chloro-benzyl)-4-hydroxy-2-oxo-1,2-dihydro-pyrrolo[1,2-b]pyridazine-3-carboxylic acid ethyl ester). Reaction SMILES: C(O[C:6](=[O:21])[N:7]([CH2:13][C:14]1[CH:19]=[CH:18][CH:17]=[C:16]([Cl:20])[CH:15]=1)[N:8]1[CH:12]=[CH:11][CH:10]=[CH:9]1)(C)(C)C.[CH2:22]([O:24][C:25](=[O:37])[CH:26](C(OCC)=O)[C:27](OCC)=[O:28])[CH3:23]>>[CH2:22]([O:24][C:25]([C:26]1[C:6](=[O:21])[N:7]([CH2:13][C:14]2[CH:19]=[CH:18][CH:17]=[C:16]([Cl:20])[CH:15]=2)[N:8]2[CH:9]=[CH:10][CH:11]=[C:12]2[C:27]=1[OH:28])=[O:37])[CH3:23]. Procedure details: Prepared according to the thermal cyclization condition used in Example 1 step c) from (3-chloro-benzyl)-pyrrol-1-yl-carbamic acid tert-butyl ester (1.0 eq.) and 2-ethoxycarbonyl-malonic acid diethyl ester (3.0 eq.). ESI (m/z): 347 (M+H)+. Starting materials: ClC(Cl)Cl, Cl, O=S(Cl)Cl, OCCn1c(-c2ccccc2)nc2cc(CN3CCN(C(c4ccccc4)c4ccccc4)CC3)ccc21. Yields the product ClCCn1c(-c2ccccc2)nc2cc(CN3CCN(C(c4ccccc4)c4ccccc4)CC3)ccc21. As a reaction SMILES: [Cl:44][CH:45]([Cl:46])[Cl:47].[ClH:39].[S:40]([Cl:41])([Cl:42])=[O:43].[c:1]1([CH:7]([N:8]2[CH2:9][CH2:10][N:11]([CH2:14][c:15]3[cH:16][c:17]4[c:18]([n:19]([CH2:28][CH2:29][OH:30])[c:20](-[c:22]5[cH:23][cH:24][cH:25][cH:26][cH:27]5)[n:21]4)[cH:31][cH:32]3)[CH2:12][CH2:13]2)[c:33]2[cH:34][cH:35][cH:36][cH:37][cH:38]2)[cH:2][cH:3][cH:4][cH:5][cH:6]1>>[c:1]1([CH:7]([N:8]2[CH2:9][CH2:10][N:11]([CH2:14][c:15]3[cH:16][c:17]4[c:18]([n:19]([CH2:28][CH2:29][Cl:42])[c:20](-[c:22]5[cH:23][cH:24][cH:25][cH:26][cH:27]5)[n:21]4)[cH:31][cH:32]3)[CH2:12][CH2:13]2)[c:33]2[cH:34][cH:35][cH:36][cH:37][cH:38]2)[cH:2][cH:3][cH:4][cH:5][cH:6]1. Starting materials: COC(=O)CCCC=C(c1cccnc1)c1ccc2c(c1)CC(NS(=O)(=O)c1ccc(Br)cc1)C2, CCO, [Na+], [OH-]. The product is O=C(O)CCCC=C(c1cccnc1)c1ccc2c(c1)CC(NS(=O)(=O)c1ccc(Br)cc1)C2. As a reaction SMILES: [Br:1][c:2]1[cH:3][cH:4][c:5]([S:8](=[O:9])(=[O:10])[NH:11][CH:12]2[CH2:13][c:14]3[cH:15][cH:16][c:17]([C:21](=[CH:22][CH2:23][CH2:24][CH2:25][C:26](=[O:27])[O:28][CH3:29])[c:30]4[cH:31][n:32][cH:33][cH:34][cH:35]4)[cH:18][c:19]3[CH2:20]2)[cH:6][cH:7]1.[CH3:38][CH2:39][OH:40].[Na+:37].[OH-:36]>>[Br:1][c:2]1[cH:3][cH:4][c:5]([S:8](=[O:9])(=[O:10])[NH:11][CH:12]2[CH2:13][c:14]3[cH:15][cH:16][c:17]([C:21](=[CH:22][CH2:23][CH2:24][CH2:25][C:26](=[O:27])[OH:28])[c:30]4[cH:31][n:32][cH:33][cH:34][cH:35]4)[cH:18][c:19]3[CH2:20]2)[cH:6][cH:7]1.